The task is: describe an organic reaction: reactants, conditions, products, and yield. This data is from the Open Reaction Database (ORD), a public repository of structured organic reaction records. Reactants: C1(=CC=CC=C1)OC(NC=1C(=NC(=C(C1)CC)C)OC)=O (Phenyl-N-(5-ethyl-2-methoxy-6-methylpyridin-3-yl)carbamate), OC1=C(C=CC=C1)N1CCNCC1 (1-(2-hydroxyphenyl)piperazine). Product: C(C)C=1C=C(C(=NC1C)OC)NC(=O)N1CCN(CC1)C1=C(C=CC=C1)O (1-[(5-ethyl-2-methoxy-6-methylpyridin-3-yl)aminocarbonyl]-4-(2-hydroxyphenyl)piperazine). Yield: 59.0%. Reaction SMILES: C1(O[C:8](=[O:21])[NH:9][C:10]2[C:11]([O:19][CH3:20])=[N:12][C:13]([CH3:18])=[C:14]([CH2:16][CH3:17])[CH:15]=2)C=CC=CC=1.[OH:22][C:23]1[CH:28]=[CH:27][CH:26]=[CH:25][C:24]=1[N:29]1[CH2:34][CH2:33][NH:32][CH2:31][CH2:30]1>>[CH2:16]([C:14]1[CH:15]=[C:10]([NH:9][C:8]([N:32]2[CH2:31][CH2:30][N:29]([C:24]3[CH:25]=[CH:26][CH:27]=[CH:28][C:23]=3[OH:22])[CH2:34][CH2:33]2)=[O:21])[C:11]([O:19][CH3:20])=[N:12][C:13]=1[CH3:18])[CH3:17]. Reported procedure: Phenyl-N-(5-ethyl-2-methoxy-6-methylpyridin-3-yl)carbamate and 1-(2-hydroxyphenyl)piperazine were reacted by the same way with the example 1 to obtain the titled compound. Starting materials: O=C([O-])[O-], Cc1nc(-c2cncc(I)n2)sc1C(=O)NCc1ccccc1, COC, OB(O)C=Cc1ccc(F)cc1, [Na+], [Na+], O. Product: Cc1nc(-c2cncc(C=Cc3ccc(F)cc3)n2)sc1C(=O)NCc1ccccc1. RXN SMILES: [C:24](=[O:25])([O-:26])[O-:27].[CH2:1]([c:2]1[cH:3][cH:4][cH:5][cH:6][cH:7]1)[NH:8][C:9](=[O:10])[c:11]1[c:12]([CH3:23])[n:13][c:14](-[c:16]2[n:17][c:18]([I:22])[cH:19][n:20][cH:21]2)[s:15]1.[CH3:43][O:44][CH3:45].[F:30][c:31]1[cH:32][cH:33][c:34]([CH:37]=[CH:38][B:39]([OH:40])[OH:41])[cH:35][cH:36]1.[Na+:28].[Na+:29].[OH2:42]>>[CH2:1]([c:2]1[cH:3][cH:4][cH:5][cH:6][cH:7]1)[NH:8][C:9](=[O:10])[c:11]1[c:12]([CH3:23])[n:13][c:14](-[c:16]2[n:17][c:18]([CH:38]=[CH:37][c:34]3[cH:33][cH:32][c:31]([F:30])[cH:36][cH:35]3)[cH:19][n:20][cH:21]2)[s:15]1. Reactants: CCOC(=O)C=Cc1cn(CC(=O)N(C)CCc2ccccc2)c2ccc(OCc3ccccc3)cc12, CCO, [H][H]. Product: CCOC(=O)CCc1cn(CC(=O)N(C)CCc2ccccc2)c2ccc(OCc3ccccc3)cc12. Reaction SMILES: [CH3:1][N:2]([C:3]([CH2:4][n:5]1[cH:6][c:7]([CH:22]=[CH:23][C:24](=[O:25])[O:26][CH2:27][CH3:28])[c:8]2[cH:9][c:10]([O:14][CH2:15][c:16]3[cH:17][cH:18][cH:19][cH:20][cH:21]3)[cH:11][cH:12][c:13]12)=[O:29])[CH2:30][CH2:31][c:32]1[cH:33][cH:34][cH:35][cH:36][cH:37]1.[CH3:40][CH2:41][OH:42].[H:38][H:39]>>[CH3:1][N:2]([C:3]([CH2:4][n:5]1[cH:6][c:7]([CH2:22][CH2:23][C:24](=[O:25])[O:26][CH2:27][CH3:28])[c:8]2[cH:9][c:10]([O:14][CH2:15][c:16]3[cH:17][cH:18][cH:19][cH:20][cH:21]3)[cH:11][cH:12][c:13]12)=[O:29])[CH2:30][CH2:31][c:32]1[cH:33][cH:34][cH:35][cH:36][cH:37]1. Starting materials: C(C)N(C(=O)N[C@@H]1CN([C@@H]2CC3=C(NC4=CC=CC([C@H]2C1)=C34)C3SCCS3)C)CC (1,1-diethyl-3-[2-(1,3-dithiolan-2-yl)-6-methyl-8α-ergolinyl]urea). The reagents and catalysts are [Ni] (Raney nickel). Run in CO (methanol), CO (methanol). Run at time 3 hour. The product is C(C)N(C(=O)N[C@@H]1CN([C@@H]2CC3=C(NC4=CC=CC([C@H]2C1)=C34)C)C)CC (1,1-diethyl-3-(2,6-dimethyl-8α-ergolinyl)urea). Yield: 32.0%. As a reaction SMILES: [CH2:1]([N:3]([CH2:29][CH3:30])[C:4]([NH:6][C@H:7]1[CH2:21][C@H:20]2[C@@H:10]([CH2:11][C:12]3[C:22]4[C:15](=[CH:16][CH:17]=[CH:18][C:19]2=4)[NH:14][C:13]=3[CH:23]2SCCS2)[N:9]([CH3:28])[CH2:8]1)=[O:5])[CH3:2]>CO.[Ni]>[CH2:29]([N:3]([CH2:1][CH3:2])[C:4]([NH:6][C@H:7]1[CH2:21][C@H:20]2[C@@H:10]([CH2:11][C:12]3[C:22]4[C:15](=[CH:16][CH:17]=[CH:18][C:19]2=4)[NH:14][C:13]=3[CH3:23])[N:9]([CH3:28])[CH2:8]1)=[O:5])[CH3:30]. Procedure: 7.5 ml of a Raney nickel suspension is washed four times with respectively 30 ml of methanol. Then 15 ml of methanol and thereafter a solution of 670 mg (1.5 mmol) of 1,1-diethyl-3-[2-(1,3-dithiolan-2-yl)-6-methyl-8α-ergolinyl]urea in 15 ml of methanol are added thereto. The mixture is agitated for 3 hours at room temperature and once again 7.5 ml of a Raney nickel suspension is added which has been washed, as above, previously four times with respectively 30 ml of methanol. After another 2 hour... Procedure: The same procedure as a series of reactions of Example 1 was carried out, except that methyl 4-formylbenzoate was used in place of 1-({[2-(trimethylsilyl)ethyloxy]methyl}-1H-imidazole-2-carboaldehyde and 1,1-dimethylethyl (4-aminobutyl)carbamate was used in place of {[4-(methyloxy)phenyl]methyl}amine, to obtain the title compound having the following physical properties. RXN SMILES: [CH:1]([C:3]1[CH:12]=[CH:11][C:6]([C:7]([O:9][CH3:10])=[O:8])=[CH:5][CH:4]=1)=O.C[Si](C)(C)CCOCN1C=CN=C1C=O.[NH2:28][CH2:29][CH2:30][CH2:31][CH2:32][NH:33][C:34](=[O:40])[O:35][C:36]([CH3:39])([CH3:38])[CH3:37]>>[C:36]([O:35][C:34]([NH:33][CH2:32][CH2:31][CH2:30][CH2:29][NH:28][CH2:1][C:3]1[CH:12]=[CH:11][C:6]([C:7]([O:9][CH3:10])=[O:8])=[CH:5][CH:4]=1)=[O:40])([CH3:39])([CH3:38])[CH3:37]. Reactants: C(=O)C1=CC=C(C(=O)OC)C=C1 (methyl 4-formylbenzoate), C[Si](CCOCN1C(=NC=C1)C=O)(C)C ({[2-(trimethylsilyl)ethyloxy]methyl}-1H-imidazole-2-carboaldehyde), NCCCCNC(OC(C)(C)C)=O (1,1-dimethylethyl (4-aminobutyl)carbamate). Product: C(C)(C)(C)OC(=O)NCCCCNCC1=CC=C(C(=O)OC)C=C1 (Methyl 4-[({4-[(tert-butoxycarbonyl)amino]butyl}amino)methyl]benzoate).